Dataset: the Open Reaction Database (ORD), a public repository of structured organic reaction records. Task: describe an organic reaction: reactants, conditions, products, and yield Starting materials: ClC1=C(C#N)C=CC(=C1C)N1C(C(C(C1C)=O)(C)C)=O (2-chloro-3-methyl-4-(3,3,5-trimethyl-2,4-dioxopyrrolidin-1-yl)benzonitrile), C[Mg]Br.C1CCOC1 (methylmagnesium bromide THF). Yields the product ClC1=C(C#N)C=CC(=C1C)N1[C@@H]([C@](C(C1=O)(C)C)(C)O)C (rac-2-chloro-4-[(2R,3R)-3-hydroxy-2,3,4,4-tetramethyl-5-oxopyrrolidin-1-yl]-3-methylbenzonitrile), solid. Yield: 57.0%. As a reaction SMILES: [Cl:1][C:2]1[C:9]([CH3:10])=[C:8]([N:11]2[CH:15]([CH3:16])[C:14](=[O:17])[C:13]([CH3:19])([CH3:18])[C:12]2=[O:20])[CH:7]=[CH:6][C:3]=1[C:4]#[N:5].[CH3:21][Mg]Br.C1COCC1>>[Cl:1][C:2]1[C:9]([CH3:10])=[C:8]([N:11]2[C:12](=[O:20])[C:13]([CH3:19])([CH3:18])[C@:14]([OH:17])([CH3:21])[C@H:15]2[CH3:16])[CH:7]=[CH:6][C:3]=1[C:4]#[N:5] |f:1.2|. Reported procedure: Using 2-chloro-3-methyl-4-(3,3,5-trimethyl-2,4-dioxopyrrolidin-1-yl)benzonitrile (40 mg) and methylmagnesium bromide-THF solution (1.38 mL, 1.0 mol/L), and in the same manner as in Example 2, the title compound was obtained as a colorless solid (yield: 24 mg, 57%).